Dataset: the Open Reaction Database (ORD), a public repository of structured organic reaction records. Task: describe an organic reaction: reactants, conditions, products, and yield Starting materials: S(O)(O)(=O)=O (sulfuric acid), C(C1=CC=CC=C1)=O (benzaldehyde), C(=O)(O)C=1NN(C(C1)=O)C1=CC=CC=C1 (3-carboxy-1-phenylpyrazoline-5-one). Run in C(C)(=O)OCC (ethyl acetate). Conditions: temperature 110 celsius, time 8 hour. Product: C(C)OC(=O)C=1NN(C(C1)=O)C1=CC=CC=C1 (3-Ethoxycarbonyl-1-phenylpyrazoline-5-one), C(=O)(O)C=1NN(C(C1)=O)CC1=CC=C(C=C1)S(=O)(=O)O (3-Carboxy-1-(4-Sulfobenzyl)pyrazoline-5-one). Isolated yield 82.0%. As a reaction SMILES: [CH:1](=O)[C:2]1[CH:7]=[CH:6][CH:5]=[CH:4][CH:3]=1.[C:9]([C:12]1[NH:13][N:14]([C:18]2[CH:23]=[CH:22][CH:21]=[CH:20][CH:19]=2)[C:15](=[O:17])[CH:16]=1)([OH:11])=[O:10].[S:24](=O)(=[O:27])([OH:26])[OH:25]>C(OCC)(=O)C>[CH2:1]([O:10][C:9]([C:12]1[NH:13][N:14]([C:18]2[CH:23]=[CH:22][CH:21]=[CH:20][CH:19]=2)[C:15](=[O:17])[CH:16]=1)=[O:11])[CH3:2].[C:9]([C:12]1[NH:13][N:14]([CH2:1][C:2]2[CH:7]=[CH:6][C:5]([S:24]([OH:27])(=[O:26])=[O:25])=[CH:4][CH:3]=2)[C:15](=[O:17])[CH:16]=1)([OH:11])=[O:10]. Reported procedure: 3-Ethoxycarbonyl-1-phenylpyrazoline-5-one (F-1) was prepared in the same manner as in Synthesis 1-(1), except benzaldehyde was used in place of sodium 2-formylbenzenesulfonate. Further, (F-1) was hydrolyzed by the same method as used in Synthesis 1-(5) to be converted to 3-carboxy-1-phenylpyrazoline-5-one (F-2). 7 g of (F-2) was added to 28 ml of concentrated sulfuric acid and heated at 110° C. for 2 hours. After cooling, 140 ml of ethyl acetate was added to the reaction mixture and allowed to s...